This data is from the Open Reaction Database (ORD), a public repository of structured organic reaction records. The task is: describe an organic reaction: reactants, conditions, products, and yield The reactants are CO, O=C(C=Cc1cccc2[nH]ccc12)c1ccccc1O. Yields the product O=C(CCc1cccc2[nH]ccc12)c1ccccc1O. As a reaction SMILES: [CH3:21][OH:22].[OH:1][c:2]1[c:3]([C:8]([CH:9]=[CH:10][c:11]2[c:12]3[cH:13][cH:14][nH:15][c:16]3[cH:17][cH:18][cH:19]2)=[O:20])[cH:4][cH:5][cH:6][cH:7]1>>[OH:1][c:2]1[c:3]([C:8]([CH2:9][CH2:10][c:11]2[c:12]3[cH:13][cH:14][nH:15][c:16]3[cH:17][cH:18][cH:19]2)=[O:20])[cH:4][cH:5][cH:6][cH:7]1.